From a dataset of the Open Reaction Database (ORD), a public repository of structured organic reaction records. describe an organic reaction: reactants, conditions, products, and yield The reactants are O=C1CCC(=O)N1Br, CCCCCCCCCCc1cccs1, CN(C)C=O, O. Product: CCCCCCCCCCc1ccc(Br)s1. Reaction SMILES: [Br:16][N:17]1[C:18](=[O:19])[CH2:20][CH2:21][C:22]1=[O:23].[CH2:1]([CH2:2][CH2:3][CH2:4][CH2:5][CH2:6][CH2:7][CH2:8][CH2:9][CH3:10])[c:11]1[s:12][cH:13][cH:14][cH:15]1.[O:25]=[CH:26][N:27]([CH3:28])[CH3:29].[OH2:24]>>[CH2:1]([CH2:2][CH2:3][CH2:4][CH2:5][CH2:6][CH2:7][CH2:8][CH2:9][CH3:10])[c:11]1[s:12][c:13]([Br:16])[cH:14][cH:15]1. Reactants: C(=O)(OC)[C@@H]1CCC2=CC(=CC=3C[C@H](C[C@H]1C23)C2=CC=CC=C2)OC ([1R,8S,9aR] 1-carbomethoxy-5-methoxy-8-phenyl-2,3,7,8,9,9a-hexahydrophenalene), [OH-].[Na+] (sodium hydroxide). Solvent: CO (methanol). Reaction conditions: time 3 day. Yields the product COC=1C=C2CC[C@H]([C@H]3C[C@@H](CC(C1)=C32)C3=CC=CC=C3)C(=O)O ([1R,8S,9aR]-5-Methoxy-8-phenyl-2,3,7,8,9,9a-hexahydrophenalene-1-carboxylic acid). As a reaction SMILES: [C:1]([C@H:5]1[C@@H:16]2[C:17]3[C:8](=[CH:9][C:10]([O:24][CH3:25])=[CH:11][C:12]=3[CH2:13][C@@H:14]([C:18]3[CH:23]=[CH:22][CH:21]=[CH:20][CH:19]=3)[CH2:15]2)[CH2:7][CH2:6]1)([O:3]C)=[O:2].[OH-].[Na+]>CO>[CH3:25][O:24][C:10]1[CH:9]=[C:8]2[C:17]3[C@H:16]([CH2:15][C@H:14]([C:18]4[CH:23]=[CH:22][CH:21]=[CH:20][CH:19]=4)[CH2:13][C:12]=3[CH:11]=1)[C@H:5]([C:1]([OH:3])=[O:2])[CH2:6][CH2:7]2 |f:1.2|. Procedure: Crude [1R,8S,9aR] 1-carbomethoxy-5-methoxy-8-phenyl-2,3,7,8,9,9a-hexahydrophenalene (0.8 g., 2.1 mmol), from Step 4, is dissolved in 100 mL of methanol and 8 mL of 1N aqueous sodium hydroxide is added. After stirring for 3 days at ambient temperature, the methanol is removed under reduced pressure. The residue is partitioned between 50 mL of diethyl ether and 75 mL of water. The aqueous phase is acidified to pH 2 with 6M aqueous hydrochloric acid solution and the product is extracted with 3×25 m...